Dataset: the Open Reaction Database (ORD), a public repository of structured organic reaction records. Task: describe an organic reaction: reactants, conditions, products, and yield Reactants: O=C([O-])[O-], CN(C)C=O, [K+], [K+], C1CC2(CCS1)CO2, COC(=O)c1ccc(C)c(-c2c(C)cc(O)cc2C)c1. Product: COC(=O)c1ccc(C)c(-c2c(C)cc(OCC3(O)CCSCC3)cc2C)c1. RXN SMILES: [C:29](=[O:30])([O-:31])[O-:32].[CH3:35][N:36]([CH3:37])[CH:38]=[O:39].[K+:33].[K+:34].[O:21]1[CH2:22][C:23]12[CH2:24][CH2:25][S:26][CH2:27][CH2:28]2.[OH:1][c:2]1[cH:3][c:4]([CH3:20])[c:5](-[c:9]2[cH:10][c:11]([C:16](=[O:17])[O:18][CH3:19])[cH:12][cH:13][c:14]2[CH3:15])[c:6]([CH3:8])[cH:7]1>>[O:1]([c:2]1[cH:3][c:4]([CH3:20])[c:5](-[c:9]2[cH:10][c:11]([C:16](=[O:17])[O:18][CH3:19])[cH:12][cH:13][c:14]2[CH3:15])[c:6]([CH3:8])[cH:7]1)[CH2:22][C:23]1([OH:21])[CH2:24][CH2:25][S:26][CH2:27][CH2:28]1. The reactants are FC1=CC=C(C=C1)C1=NNC2=CC=C(C=C12)NC(=O)C1CNCC1 (Pyrrolidine-3-carboxylic acid [3-(4-fluoro-phenyl)-1H-indazol-5-yl]-amide), [I-].[Na+] (sodium iodide), ClCC(=O)N1CCC(=CC1)C1=CC(=C(C=C1)C1=NC=C(C=N1)F)F (2-Chloro-1-{4-[3-fluoro-4-(5-fluoro-pyrimidin-2-yl)-phenyl]-3,6-dihydro-2H-pyridin-1-yl}-ethanone), C([O-])(O)=O.[K+] (potassium bicarbonate). Run in C(C)#N (acetonitrile). Run at time 8 hour. Product: FC1=CC=C(C=C1)C1=NNC2=CC=C(C=C12)NC(=O)C1CN(CC1)CC(=O)N1CCC(=CC1)C1=CC(=C(C=C1)C1=NC=C(C=N1)F)F (1-(2-{4-[3-Fluoro-4-(5-fluoro-pyrimidin-2-yl)-phenyl]-3,6-dihydro-2H-pyridin-1-yl}-2-oxo-ethyl)-pyrrolidine-3-carboxylic acid [3-(4-fluoro-phenyl)-1H-indazol-5-yl]-amide). RXN SMILES: [F:1][C:2]1[CH:7]=[CH:6][C:5]([C:8]2[C:16]3[C:11](=[CH:12][CH:13]=[C:14]([NH:17][C:18]([CH:20]4[CH2:24][CH2:23][NH:22][CH2:21]4)=[O:19])[CH:15]=3)[NH:10][N:9]=2)=[CH:4][CH:3]=1.Cl[CH2:26][C:27]([N:29]1[CH2:34][CH:33]=[C:32]([C:35]2[CH:40]=[CH:39][C:38]([C:41]3[N:46]=[CH:45][C:44]([F:47])=[CH:43][N:42]=3)=[C:37]([F:48])[CH:36]=2)[CH2:31][CH2:30]1)=[O:28].C(=O)(O)[O-].[K+].[I-].[Na+]>C(#N)C>[F:1][C:2]1[CH:7]=[CH:6][C:5]([C:8]2[C:16]3[C:11](=[CH:12][CH:13]=[C:14]([NH:17][C:18]([CH:20]4[CH2:24][CH2:23][N:22]([CH2:26][C:27]([N:29]5[CH2:30][CH:31]=[C:32]([C:35]6[CH:40]=[CH:39][C:38]([C:41]7[N:42]=[CH:43][C:44]([F:47])=[CH:45][N:46]=7)=[C:37]([F:48])[CH:36]=6)[CH2:33][CH2:34]5)=[O:28])[CH2:21]4)=[O:19])[CH:15]=3)[NH:10][N:9]=2)=[CH:4][CH:3]=1 |f:2.3,4.5|. Procedure details: Pyrrolidine-3-carboxylic acid [3-(4-fluoro-phenyl)-1H-indazol-5-yl]-amide (24AB) (30 mg, 0.093 mmol, 1 equiv), 2-Chloro-1-{4-[3-fluoro-4-(5-fluoro-pyrimidin-2-yl)-phenyl]-3,6-dihydro-2H-pyridin-1-yl}-ethanone (23AB) (36 mg, 0.102 mmol, 1.1 equiv), potassium bicarbonate (47 mg, 0.465 mmol, 5 equiv), and sodium iodide (3 mg, 0.019 mmol, 0.2 equiv) were all weighed out in a flask and to it was added acetonitrile (3 mL). The reaction content was stirred at room temperature overnight. Starting materials: CSC=1C2=C(N=CN1)SC(=N2)C=O (7-(methylthio)[1,3]thiazolo[5,4-d]pyrimidine-2-carbaldehyde), NC1CNCC1 (3-aminopyrrolidine), solid, CSC=1C2=C(N=CN1)SC(=N2)C=O (7-(methylthio)[1,3]thiazolo[5,4-d]pyrimidine-2-carbaldehyde), NC=1C2=C(N=CN1)SC(=C2)C=O (4-aminothieno[2,3-d]pyrimidine-6-carbaldehyde), C1(CCCCC1)CN1C=NC(=C1C1=CC=CC=C1)C1=CC=CC=C1 (1-(cyclohexylmethyl)-4,5-diphenyl-1H-imidazole). Product: C1(CCCCC1)CN1C=NC(=C1C=1SC=2N=CN=C(C2N1)SC)C1=CC=CC=C1 (2-[1-(Cyclohexylmethyl)-4-phenyl-1H-imidazol-5-yl]-7-(methylthio)[1,3]thiazolo[5,4-d]pyrimidine). RXN SMILES: [CH3:1][S:2][C:3]1[C:4]2[N:11]=[C:10]([CH:12]=O)[S:9][C:5]=2[N:6]=[CH:7][N:8]=1.NC1C2C=C(C=O)SC=2N=CN=1.NC1CCNC1.[CH:32]1([CH2:38][N:39]2C(C3C=CC=CC=3)=[C:42]([C:50]3[CH:55]=[CH:54][CH:53]=[CH:52][CH:51]=3)[N:41]=[CH:40]2)[CH2:37][CH2:36][CH2:35][CH2:34][CH2:33]1>>[CH:50]1([CH2:42][N:41]2[C:12]([C:10]3[S:9][C:5]4[N:6]=[CH:7][N:8]=[C:3]([S:2][CH3:1])[C:4]=4[N:11]=3)=[C:38]([C:32]3[CH:33]=[CH:34][CH:35]=[CH:36][CH:37]=3)[N:39]=[CH:40]2)[CH2:55][CH2:54][CH2:53][CH2:52][CH2:51]1. Procedure details: The title compound was prepared by a similar process to that described for Example 65 but using 7-(methylthio)[1,3]thiazolo[5,4-d]pyrimidine-2-carbaldehyde (Intermediate 77) in place of 4-aminothieno[2,3-d]pyrimidine-6-carbaldehyde (Intermediate 73) and using cyclohexamethylamine in place of 3-aminopyrrolidine. Yellow solid (542 mg) (the product contained 33% of 1-(cyclohexylmethyl)-4,5-diphenyl-1H-imidazole but was used in subsequent steps without further purification); Reactants: OCC=1C=C(CC(C(=O)OC)C(=O)OC)C=CC1 (dimethyl 2-[3-(hydroxymethyl)benzyl]malonate), ClC1=CC=C(C=C1)N=C=O (4-chlorophenylisocyanate). Product: ClC1=CC=C(NC(=O)OCC=2C=C(CC(C(=O)OC)C(=O)OC)C=CC2)C=C1 (Dimethyl 2-[3-({[(4-chloroanilino)carbonyl]oxy}-methyl)benzyl]malonate). RXN SMILES: [OH:1][CH2:2][C:3]1[CH:4]=[C:5]([CH:16]=[CH:17][CH:18]=1)[CH2:6][CH:7]([C:12]([O:14][CH3:15])=[O:13])[C:8]([O:10][CH3:11])=[O:9].[Cl:19][C:20]1[CH:25]=[CH:24][C:23]([N:26]=[C:27]=[O:28])=[CH:22][CH:21]=1>>[Cl:19][C:20]1[CH:25]=[CH:24][C:23]([NH:26][C:27]([O:1][CH2:2][C:3]2[CH:4]=[C:5]([CH:16]=[CH:17][CH:18]=2)[CH2:6][CH:7]([C:8]([O:10][CH3:11])=[O:9])[C:12]([O:14][CH3:15])=[O:13])=[O:28])=[CH:22][CH:21]=1. Reported procedure: Using dimethyl 2-[3-(hydroxymethyl)benzyl]malonate and 4-chlorophenylisocyanate, the title compound was obtained in the same manner as described in Example 192b).